This data is from the Open Reaction Database (ORD), a public repository of structured organic reaction records. The task is: describe an organic reaction: reactants, conditions, products, and yield Reaction SMILES: [C:28](=[O:29])([O-:30])[OH:31].[CH3:24][C:25](=[O:26])[OH:27].[Na+:32].[OH2:34].[OH:1][CH:2]1[CH:3]([O:11][c:12]2[c:13]3[n:14]([cH:15][cH:16][cH:17]2)[c:18]([N:22]=[O:23])[c:19]([CH3:21])[n:20]3)[c:4]2[cH:5][cH:6][cH:7][cH:8][c:9]2[CH2:10]1.[Zn:33]>>[OH:1][CH:2]1[CH:3]([O:11][c:12]2[c:13]3[n:14]([cH:15][cH:16][cH:17]2)[c:18]([NH2:22])[c:19]([CH3:21])[n:20]3)[c:4]2[cH:5][cH:6][cH:7][cH:8][c:9]2[CH2:10]1. Reactants: O=C([O-])O, CC(=O)O, [Na+], O, Cc1nc2c(OC3c4ccccc4CC3O)cccn2c1N=O, [Zn]. The product is Cc1nc2c(OC3c4ccccc4CC3O)cccn2c1N. Starting materials: C(C)N(CC)CCN (Diethylaminoethylamine), CN1C=C(C2=CC=CC=C12)C=1C(NC(C1C1=CN(C2=CC(=CC=C12)[N+](=O)[O-])C)=O)=O (3-(1-Methyl-3-indolyl)-4-(1-methyl-6-nitro-3-indolyl)-1H-pyrrole-2,5-dione), C[Si](C)(C)[N-][Si](C)(C)C.[Li+] (lithium bis(trimethylsilyl)amide), [N+](=O)([O-])C1=CC=C(C=C1)OC(OC1=CC=C(C=C1)[N+](=O)[O-])=O (Bis(p-nitrophenyl)carbonate). Run in C1CCOC1 (THF), C1CCOC1 (THF). Run at time 15 minute. Yields the product C(C)N(CCNC(=O)N1C(C(=C(C1=O)C1=CN(C2=CC(=CC=C12)[N+](=O)[O-])C)C1=CN(C2=CC=CC=C12)C)=O)CC (3-(1-methyl-1H-indol-3-yl)-4-(1-methyl-6-nitro-1H-indol-3-yl)-2,5-dioxo-2,5-dihydro-pyrrole-1-carboxylic acid (2-diethylamino-ethyl)-amide). The yield is 10.3%. Reaction SMILES: [CH3:1][N:2]1[C:10]2[C:5](=[CH:6][CH:7]=[CH:8][CH:9]=2)[C:4]([C:11]2[C:12](=[O:30])[NH:13][C:14](=[O:29])[C:15]=2[C:16]2[C:24]3[C:19](=[CH:20][C:21]([N+:25]([O-:27])=[O:26])=[CH:22][CH:23]=3)[N:18]([CH3:28])[CH:17]=2)=[CH:3]1.C[Si]([N-][Si](C)(C)C)(C)C.[Li+].[N+](C1C=C[C:47]([O:50]C(=O)OC2C=CC([N+]([O-])=O)=CC=2)=CC=1)([O-])=O.[CH2:63]([N:65]([CH2:68][CH2:69][NH2:70])[CH2:66][CH3:67])[CH3:64]>C1COCC1>[CH2:63]([N:65]([CH2:66][CH3:67])[CH2:68][CH2:69][NH:70][C:47]([N:13]1[C:14](=[O:29])[C:15]([C:16]2[C:24]3[C:19](=[CH:20][C:21]([N+:25]([O-:27])=[O:26])=[CH:22][CH:23]=3)[N:18]([CH3:28])[CH:17]=2)=[C:11]([C:4]2[C:5]3[C:10](=[CH:9][CH:8]=[CH:7][CH:6]=3)[N:2]([CH3:1])[CH:3]=2)[C:12]1=[O:30])=[O:50])[CH3:64] |f:1.2|. Procedure: To a cold solution of 3-(1-Methyl-3-indolyl)-4-(1-methyl-6-nitro-3-indolyl)-1H-pyrrole-2,5-dione (200 mg, 0.5 mmol) (see Davis U.S. Pat. No. 5,057,614) in THF (7 mL) was added dropwise, lithium bis(trimethylsilyl)amide (0.55 mmol, 0.55 mL, 1 M in THF). The resulting red suspension was stirred for 15 min. Bis(p-nitrophenyl)carbonate (213 mg, 0.7 mmol) was added. The solution was stirred at 0° C. for 0.5 h. Diethylaminoethylamine (69.7 mg, 0.6 mmol) in THF (2 mL) was added, and stirring was contin... The reactants are C(C)[C@@H]1C(NC2=CC=C(C=C2N1C(C1=CC=C(C=C1)OC)=O)F)=O ((3R)-3-Ethyl-6-fluoro-4-(4-methoxybenzoyl)-3,4-dihydroquinoxalin-2(1H)-one), C(C)(C)I (isopropyl iodide), C(C)N1C([C@H](N(C2=CC(=CC=C12)F)C(C1=CC(=CC=C1)OC)=O)CC)=O ((3R)-1,3-diethyl-6-fluoro-4-(3-methoxybenzoyl)-3,4-dihydroquinoxalin-2(1H)-one). Product: C(C)[C@@H]1C(N(C2=CC=C(C=C2N1C(C1=CC=C(C=C1)OC)=O)F)C(C)C)=O ((3R)-3-ethyl-6-fluoro-4-(4-methoxybenzoyl)-1-isopropyl-3,4-dihydroquinoxalin-2(1H)-one). The yield is 54.0%. Reaction SMILES: [CH2:1]([C@H:3]1[N:12]([C:13](=[O:22])[C:14]2[CH:19]=[CH:18][C:17]([O:20][CH3:21])=[CH:16][CH:15]=2)[C:11]2[C:6](=[CH:7][CH:8]=[C:9]([F:23])[CH:10]=2)[NH:5][C:4]1=[O:24])[CH3:2].[CH:25](I)([CH3:27])[CH3:26].C(N1C2C(=CC(F)=CC=2)N(C(=O)C2C=CC=C(OC)C=2)[C@H](CC)C1=O)C>>[CH2:1]([C@H:3]1[N:12]([C:13](=[O:22])[C:14]2[CH:19]=[CH:18][C:17]([O:20][CH3:21])=[CH:16][CH:15]=2)[C:11]2[C:6](=[CH:7][CH:8]=[C:9]([F:23])[CH:10]=2)[N:5]([CH:25]([CH3:27])[CH3:26])[C:4]1=[O:24])[CH3:2]. Reported procedure: (3R)-3-Ethyl-6-fluoro-4-(4-methoxybenzoyl)-3,4-dihydroquinoxalin-2(1H)-one (see Example 8) was treated with isopropyl iodide at reflux according to the procedure for the preparation of (3R)-1,3-diethyl-6-fluoro-4-(3-methoxybenzoyl)-3,4-dihydroquinoxalin-2(1H)-one (see Example 8) to yield (3R)-3-ethyl-6-fluoro-4-(4-methoxybenzoyl)-1-isopropyl-3,4-dihydroquinoxalin-2(1H)-one (54%). MS (ESI) m/z 371 ([M+H]+). The reactants are ClC1=CC(=C(C=C1[N+](=O)[O-])N1C(N2C(=CCCC2)C1=O)=O)F (2-(4-chloro-2-fluoro-5-nitrophenyl)-5,6-dihydroimidazo [1,5-a] pyridine-1,3[2H, 7H]-dione), C(C)(=O)O (acetic acid), reduced iron. Solvent: C(C)(=O)OCC (ethyl acetate). Conditions: time 2 hour. Product: NC=1C(=CC(=C(C1)N1C(N2C(=CCCC2)C1=O)=O)F)Cl (2-(5-amino-4-chloro-2-fluorophenyl)-5,6-dihydroimidazo [1,5-a] pyridine-1,3[2H, 7H]-dione). Isolated yield 59.4%. RXN SMILES: C(O)(=O)C.[Cl:5][C:6]1[C:11]([N+:12]([O-])=O)=[CH:10][C:9]([N:15]2[C:23](=[O:24])[C:18]3=[CH:19][CH2:20][CH2:21][CH2:22][N:17]3[C:16]2=[O:25])=[C:8]([F:26])[CH:7]=1>C(OCC)(=O)C>[NH2:12][C:11]1[C:6]([Cl:5])=[CH:7][C:8]([F:26])=[C:9]([N:15]2[C:23](=[O:24])[C:18]3=[CH:19][CH2:20][CH2:21][CH2:22][N:17]3[C:16]2=[O:25])[CH:10]=1. Procedure: After an acetic acid (172 mL) solution of reduced iron (21.0 g) was stirred for one hour under reflux, an ethyl acetate (113 mL) solution of 2-(4-chloro-2-fluoro-5-nitrophenyl)-5,6-dihydroimidazo [1,5-a] pyridine-1,3[2H, 7H]-dione (5.14 g, 0.016 mol) was dropwise added to the mixture at the same temperature. The reaction mixture was stirred for 2 hours under reflux and cooled down to room temperature. After filtration of the resulting mixture, 1N hydrochloric acid (250 mL) was added to the filtr... Starting materials: FC1(CCC(CC1)C(=O)O)F (4,4-Difluorocyclohexanecarboxylic acid), C=1C=CC2=C(C1)N=NN2O (HOBt), C(CCl)Cl (EDC), C([O-])(O)=O.[Na+] (sodium bicarbonate), N1C(=NC2=C1C=CC=C2)C2=NN(C1=CC=C(C=C21)N)C2OCCCC2 (3-(1H-benzo[d]imidazol-2-yl)-1-(tetrahydro-2H-pyran-2-yl)-1H-indazol-5-amine). The solvent is CN(C)C=O (DMF). Conditions: time 24 hour. Yields the product N1C(=NC2=C1C=CC=C2)C2=NN(C1=CC=C(C=C21)NC(=O)C2CCC(CC2)(F)F)C2OCCCC2 (N-(3-(1H-benzo[d]imidazol-2-yl)-1-(tetrahydro-2H-pyran-2-yl)-1H-indazol-5-yl)-4,4-difluorocyclo hexane carboxamide). Yield: 46.3%. RXN SMILES: [F:1][C:2]1([F:11])[CH2:7][CH2:6][CH:5]([C:8]([OH:10])=O)[CH2:4][CH2:3]1.C1C=CC2N(O)N=NC=2C=1.C(Cl)CCl.C(=O)(O)[O-].[Na+].[NH:31]1[C:35]2[CH:36]=[CH:37][CH:38]=[CH:39][C:34]=2[N:33]=[C:32]1[C:40]1[C:48]2[C:43](=[CH:44][CH:45]=[C:46]([NH2:49])[CH:47]=2)[N:42]([CH:50]2[CH2:55][CH2:54][CH2:53][CH2:52][O:51]2)[N:41]=1>CN(C=O)C>[NH:33]1[C:34]2[CH:39]=[CH:38][CH:37]=[CH:36][C:35]=2[N:31]=[C:32]1[C:40]1[C:48]2[C:43](=[CH:44][CH:45]=[C:46]([NH:49][C:8]([CH:5]3[CH2:4][CH2:3][C:2]([F:1])([F:11])[CH2:7][CH2:6]3)=[O:10])[CH:47]=2)[N:42]([CH:50]2[CH2:55][CH2:54][CH2:53][CH2:52][O:51]2)[N:41]=1 |f:3.4|. Procedure details: 4,4-Difluorocyclohexanecarboxylic acid (8 mg, 0.048 mmol), HOBt (9 mg, 0.066 mmol), EDC (13 mg, 0.068 mmol) and sodium bicarbonate (4 mg, 0.047 mmol) was added to a solution of 3-(1H-benzo[d]imidazol-2-yl)-1-(tetrahydro-2H-pyran-2-yl)-1H-indazol-5-amine (15 mg, 0.045 mmol) in DMF (5 mL). The reaction mixture was stirred at room temperature for 24 h, and then the solvent was removed in vacuo. Purification by flash chromatography (6% CH3OH/CH2Cl2) afforded the title compound (10 mg). 1H NMR (400 M... Starting materials: [Br-], C1CCOC1, [Mg+]c1ccc(OC2CCCCO2)cc1. Yields the product Brc1ccc(OC2CCCCO2)cc1, [Mg]. RXN SMILES: [Br-:1].[O:16]1[CH2:17][CH2:18][CH2:19][CH2:20]1.[O:2]1[CH:3]([O:8][c:9]2[cH:10][cH:11][c:12]([Mg+:15])[cH:13][cH:14]2)[CH2:4][CH2:5][CH2:6][CH2:7]1>>[Br:1][c:12]1[cH:11][cH:10][c:9]([O:8][CH:3]2[O:2][CH2:7][CH2:6][CH2:5][CH2:4]2)[cH:14][cH:13]1.[Mg:15].